This data is from the Open Reaction Database (ORD), a public repository of structured organic reaction records. The task is: describe an organic reaction: reactants, conditions, products, and yield Starting materials: Cl, Cl, Cl, Cl, CN1CCC(N2CCN(C(=O)C(N)Cc3ccncc3)CC2)CC1, O=C(O)c1ccc2cc[nH]c2c1. Product: CN1CCC(N2CCN(C(=O)C(Cc3ccncc3)NC(=O)c3ccc4cc[nH]c4c3)CC2)CC1. Reaction SMILES: [ClH:1].[ClH:2].[ClH:3].[ClH:4].[n:5]1[cH:6][cH:7][c:8]([CH2:11][CH:12]([NH2:13])[C:14](=[O:15])[N:16]2[CH2:17][CH2:18][N:19]([CH:22]3[CH2:23][CH2:24][N:25]([CH3:28])[CH2:26][CH2:27]3)[CH2:20][CH2:21]2)[cH:9][cH:10]1.[nH:29]1[cH:30][cH:31][c:32]2[cH:33][cH:34][c:35]([C:38](=[O:39])[OH:40])[cH:36][c:37]12>>[n:5]1[cH:6][cH:7][c:8]([CH2:11][CH:12]([NH:13][C:38]([c:35]2[cH:34][cH:33][c:32]3[cH:31][cH:30][nH:29][c:37]3[cH:36]2)=[O:39])[C:14](=[O:15])[N:16]2[CH2:17][CH2:18][N:19]([CH:22]3[CH2:23][CH2:24][N:25]([CH3:28])[CH2:26][CH2:27]3)[CH2:20][CH2:21]2)[cH:9][cH:10]1.